From a dataset of the Open Reaction Database (ORD), a public repository of structured organic reaction records. describe an organic reaction: reactants, conditions, products, and yield Product: CCOC(=O)c1cc(Oc2ccc(C(F)(F)F)cc2Cl)ccc1S(=O)(=O)Cl. The reactants are CC(=O)O, CCOC(=O)c1cc(Oc2ccc(C(F)(F)F)cc2Cl)ccc1N, Cl, Cl, Cl[Cu]Cl, O=N[O-], [Na+], O=S=O, O, c1ccccc1. RXN SMILES: [CH3:38][C:39](=[O:40])[OH:41].[Cl:2][c:3]1[c:4]([O:5][c:6]2[cH:7][cH:8][c:9]([NH2:17])[c:10]([C:11](=[O:12])[O:13][CH2:14][CH3:15])[cH:16]2)[cH:18][cH:19][c:20]([C:22]([F:23])([F:24])[F:25])[cH:21]1.[ClH:1].[ClH:26].[Cu:35]([Cl:36])[Cl:37].[N:27]([O-:28])=[O:29].[Na+:30].[O:31]=[S:32]=[O:33].[OH2:34].[cH:42]1[cH:43][cH:44][cH:45][cH:46][cH:47]1>>[Cl:1][S:32]([c:9]1[cH:8][cH:7][c:6]([O:5][c:4]2[c:3]([Cl:2])[cH:21][c:20]([C:22]([F:23])([F:24])[F:25])[cH:19][cH:18]2)[cH:16][c:10]1[C:11](=[O:12])[O:13][CH2:14][CH3:15])(=[O:31])=[O:33].